The task is: describe an organic reaction: reactants, conditions, products, and yield. This data is from the Open Reaction Database (ORD), a public repository of structured organic reaction records. The reagents and catalysts are O=[Mn]=O (MnO2). Yields the product O1C=2N(CC1)N=C(C2)C=O (2,3-dihydropyrazolo[5,1-b][1,3]oxazole-6-carbaldehyde). The reactants are O1C=2N(CC1)N=C(C2)CO (2,3-dihydropyrazolo[5,1-b][1,3]oxazole-6-methanol). As a reaction SMILES: [O:1]1[CH2:5][CH2:4][N:3]2[N:6]=[C:7]([CH2:9][OH:10])[CH:8]=[C:2]12>CCl.O=[Mn]=O>[O:1]1[CH2:5][CH2:4][N:3]2[N:6]=[C:7]([CH:9]=[O:10])[CH:8]=[C:2]12. The yield is 84.1%. Run in CCl (CH3Cl). Procedure details: To the stirred solution of 2,3-dihydropyrazolo[5,1-b][1,3]oxazole-6-methanol (2.60 g, 18.5 mmol) in 60 ml of CH3Cl was added 12.9 g of MnO2. The suspension was refluxed for 1.5 hour under a nitrogen atmosphere. The reaction mixture was filtered through a pad of Celite. The filtrate was concentrated to give yellow oil. The product was purified by chromatography. 2.15 g of the product was obtained (84.3%). The reactants are N[C@H](CO)COC(C)C1=CC=CC=C1 ((R)-2-amino-3-(1-phenyl-ethoxy)-propan-1-ol), N#CBr (cyanogen bromide). Yields the product C1(=CC=CC=C1)C(C)OC[C@@H]1N=C(OC1)N ((4S)-4-(1-phenyl-ethoxymethyl)-4,5-dihydro-oxazol-2-ylamine). RXN SMILES: [NH2:1][C@@H:2]([CH2:5][O:6][CH:7]([C:9]1[CH:14]=[CH:13][CH:12]=[CH:11][CH:10]=1)[CH3:8])[CH2:3][OH:4].[N:15]#[C:16]Br>>[C:9]1([CH:7]([O:6][CH2:5][C@H:2]2[CH2:3][O:4][C:16]([NH2:15])=[N:1]2)[CH3:8])[CH:14]=[CH:13][CH:12]=[CH:11][CH:10]=1. Procedure details: In analogy to example 1d (R)-2-amino-3-(1-phenyl-ethoxy)-propan-1-ol was reacted with cyanogen bromide to give (4S)-4-(1-phenyl-ethoxymethyl)-4,5-dihydro-oxazol-2-ylamine. Light yellow oil. MS (ISP): 221.3 ([M+H]+)).